From a dataset of the Open Reaction Database (ORD), a public repository of structured organic reaction records. describe an organic reaction: reactants, conditions, products, and yield Procedure details: 2-Difluoromethoxy-4-benzyloxypyridine (219.75 g, 0.875 mol), ethanol (500 mL) and palladium on carbon (7.8 g, 5 mol %, 50% by weight water) were shaken on a Parr hydrogenator at 5393 kPa of hydrogen at RT for 2.5 h. The mixture was then filtered through celite and the solvent was evaporated in-vacuo. 2-Difluoromethoxy-4-hydroxypyridine (123 g, 87% yield) was obtained as a white solid after trituration with hexane, mp=88.6° C. -89.8° C. Anal. Calcd. for C6H5NO2F2 : C,44.73; H,3.13; N,8.69 Found: ... The yield is 87.3%. The solvent is CCCCCC (hexane). Starting materials: FC(OC1=NC=CC(=C1)OCC1=CC=CC=C1)F (2-Difluoromethoxy-4-benzyloxypyridine), C(C)O (ethanol), [H][H] (hydrogen). Reaction SMILES: [F:1][CH:2]([F:18])[O:3][C:4]1[CH:9]=[C:8]([O:10]CC2C=CC=CC=2)[CH:7]=[CH:6][N:5]=1.C(O)C.[H][H]>[Pd].CCCCCC>[F:18][CH:2]([F:1])[O:3][C:4]1[CH:9]=[C:8]([OH:10])[CH:7]=[CH:6][N:5]=1. The product is FC(OC1=NC=CC(=C1)O)F (2-Difluoromethoxy-4-hydroxypyridine). The reagents and catalysts are [Pd] (palladium on carbon). Starting materials: O=C([O-])[O-], Cc1ccc(S(=O)(=O)n2cc(B3OC(C)(C)C(C)(C)O3)c3cccnc32)cc1, Clc1cc(Cl)ncn1, [K+], [K+], CN(C)C=O, c1ccc(P(c2ccccc2)(c2ccccc2)[Pd](P(c2ccccc2)(c2ccccc2)c2ccccc2)(P(c2ccccc2)(c2ccccc2)c2ccccc2)P(c2ccccc2)(c2ccccc2)c2ccccc2)cc1. Yields the product Cc1ccc(S(=O)(=O)n2cc(-c3cc(Cl)ncn3)c3cccnc32)cc1. Reaction SMILES: [C:37](=[O:38])([O-:39])[O-:40].[CH3:1][C:2]1([CH3:3])[C:4]([CH3:5])([CH3:6])[O:7][B:8]([c:9]2[cH:10][n:11]([S:18](=[O:19])(=[O:20])[c:21]3[cH:22][cH:23][c:24]([CH3:27])[cH:25][cH:26]3)[c:12]3[n:13][cH:14][cH:15][cH:16][c:17]23)[O:28]1.[Cl:29][c:30]1[n:31][cH:32][n:33][c:34]([Cl:36])[cH:35]1.[K+:41].[K+:42].[O:43]=[CH:44][N:45]([CH3:46])[CH3:47].[cH:48]1[cH:49][cH:50][c:51]([P:52]([Pd:53]([P:54]([c:55]2[cH:56][cH:57][cH:58][cH:59][cH:60]2)([c:61]2[cH:62][cH:63][cH:64][cH:65][cH:66]2)[c:67]2[cH:68][cH:69][cH:70][cH:71][cH:72]2)([P:73]([c:74]2[cH:75][cH:76][cH:77][cH:78][cH:79]2)([c:80]2[cH:81][cH:82][cH:83][cH:84][cH:85]2)[c:86]2[cH:87][cH:88][cH:89][cH:90][cH:91]2)[P:92]([c:93]2[cH:94][cH:95][cH:96][cH:97][cH:98]2)([c:99]2[cH:100][cH:101][cH:102][cH:103][cH:104]2)[c:105]2[cH:106][cH:107][cH:108][cH:109][cH:110]2)([c:111]2[cH:112][cH:113][cH:114][cH:115][cH:116]2)[c:117]2[cH:118][cH:119][cH:120][cH:121][cH:122]2)[cH:123][cH:124]1>>[c:9]1(-[c:34]2[n:33][cH:32][n:31][c:30]([Cl:29])[cH:35]2)[cH:10][n:11]([S:18](=[O:19])(=[O:20])[c:21]2[cH:22][cH:23][c:24]([CH3:27])[cH:25][cH:26]2)[c:12]2[n:13][cH:14][cH:15][cH:16][c:17]12. Reactants: C(C=C)SC1CC(N1C(C(=S)OCC1=CC=C(C=C1)[N+](=O)[O-])=C(C(C(C)(C)C)=O)OC1=CC=C(C=C1)S(=O)C)=O (4-nitrobenzyl 2-(4-allylthioazetidin-2-on-1-yl)-3-(4-methylsulphinylphenoxy)-3-trimethylacetylthiopropenate), ClCl (chlorine). The solvent is ClCCl (dichloromethane), C(Cl)(Cl)(Cl)Cl (carbon tetrachloride). Yields the product ClC1CC(N1C(C(=S)OCC1=CC=C(C=C1)[N+](=O)[O-])=C(C(C(C)(C)C)=O)OC1=CC=C(C=C1)S(=O)C)=O (4-Nitrobenzyl 2-(4-chloroazetidin-2-on-1-yl)-3-(4-methylsulphinylphenoxy)-3-trimethylacetylthiopropenate). The yield is 52.5%. RXN SMILES: C(S[CH:5]1[N:8]([C:9](=[C:23]([O:30][C:31]2[CH:36]=[CH:35][C:34]([S:37]([CH3:39])=[O:38])=[CH:33][CH:32]=2)[C:24](=[O:29])[C:25]([CH3:28])([CH3:27])[CH3:26])[C:10]([O:12][CH2:13][C:14]2[CH:19]=[CH:18][C:17]([N+:20]([O-:22])=[O:21])=[CH:16][CH:15]=2)=[S:11])[C:7](=[O:40])[CH2:6]1)C=C.[Cl:41]Cl>ClCCl.C(Cl)(Cl)(Cl)Cl>[Cl:41][CH:5]1[N:8]([C:9](=[C:23]([O:30][C:31]2[CH:36]=[CH:35][C:34]([S:37]([CH3:39])=[O:38])=[CH:33][CH:32]=2)[C:24](=[O:29])[C:25]([CH3:28])([CH3:27])[CH3:26])[C:10]([O:12][CH2:13][C:14]2[CH:19]=[CH:18][C:17]([N+:20]([O-:22])=[O:21])=[CH:16][CH:15]=2)=[S:11])[C:7](=[O:40])[CH2:6]1. Procedure: To a solution of 0.488 g of 4-nitrobenzyl 2-(4-allylthioazetidin-2-on-1-yl)-3-(4-methylsulphinylphenoxy)-3-trimethylacetylthiopropenate in dichloromethane at -20°, was added dropwise a solution of 1.58 mmol of chlorine in carbon tetrachloride. After 30 minutes the mixture was warmed to room temperature, evaporated in vacuo, and the residual oil was chromatographed over silica gel. Elution with hexane-ethyl acetate mixtures afforded 0.24 g of the title compound as a pale yellow foam (53% of the t... The reactants are [H-].[Na+] (sodium hydride), C(C1=CC=CC=C1)N1CC(CC1=O)(C(=O)OCC)C(NCC1=CC=CC=C1)=O (ethyl 1-benzyl-3-(benzylcarbamoyl)-5-oxopyrrolidine-3-carboxylate), C(C1=CC=CC=C1)Br (benzyl bromide), ice water, Example 1 ( 2 ). Solvent: CN(C=O)C (dimethylformamide), CN(C=O)C (dimethylformamide). Conditions: time 1.5 hour. Product: C(C1=CC=CC=C1)N1CC(CC1=O)(C(=O)OCC)C(N(CC1=CC=CC=C1)CC1=CC=CC=C1)=O (Ethyl 1-benzyl-3-(dibenzylcarbamoyl)-5-oxopyrrolidine-3-carboxylate). As a reaction SMILES: [CH2:1]([N:8]1[C:12](=[O:13])[CH2:11][C:10]([C:19](=[O:28])[NH:20][CH2:21][C:22]2[CH:27]=[CH:26][CH:25]=[CH:24][CH:23]=2)([C:14]([O:16][CH2:17][CH3:18])=[O:15])[CH2:9]1)[C:2]1[CH:7]=[CH:6][CH:5]=[CH:4][CH:3]=1.[H-].[Na+].[CH2:31](Br)[C:32]1[CH:37]=[CH:36][CH:35]=[CH:34][CH:33]=1>CN(C)C=O>[CH2:1]([N:8]1[C:12](=[O:13])[CH2:11][C:10]([C:19](=[O:28])[N:20]([CH2:31][C:32]2[CH:37]=[CH:36][CH:35]=[CH:34][CH:33]=2)[CH2:21][C:22]2[CH:23]=[CH:24][CH:25]=[CH:26][CH:27]=2)([C:14]([O:16][CH2:17][CH3:18])=[O:15])[CH2:9]1)[C:2]1[CH:7]=[CH:6][CH:5]=[CH:4][CH:3]=1 |f:1.2|. Procedure: A solution of ethyl 1-benzyl-3-(benzylcarbamoyl)-5-oxopyrrolidine-3-carboxylate obtained in Preparative Example 1 (2) (20 g) in dimethylformamide (20 mI) was added to a mixture of 60% sodium hydride (2.5 g) and dimethylformamide (60 ml) under ice-cooling After the mixture was stirred at room temperature for 1.5 hours, benzyl bromide (9.7 g) was added under ice-cooling and the mixture was starred for 1 hour. The reaction mixture was poured into ice water and extracted with ethyl acetate. The extr... Reactants: ClC1=CC=C(C=C1)C1CC(C(C2=CC(=CC=C12)OCCN(C)C)=O)(C)C (4-(4-chlorophenyl)-2,2-dimethyl-7-(2-dimethylaminoethoxy)-1-tetralone), [H-].[Li+].[Al+3].[H-].[H-].[H-] (aluminium lithium hydride). Reagents/catalysts: [OH-].[Na+] (sodium hydroxide). Run in CCOCC (ether), CCOCC (ether). The product is ClC1=CC=C(C=C1)C1CC(C(C2=CC(=CC=C12)OCCN(C)C)O)(C)C (4-(4-chlorophenyl)-1-hydroxy-2,2-dimethyl-7-(2-dimethylaminoethoxy)tetralin). As a reaction SMILES: [Cl:1][C:2]1[CH:7]=[CH:6][C:5]([CH:8]2[C:17]3[C:12](=[CH:13][C:14]([O:18][CH2:19][CH2:20][N:21]([CH3:23])[CH3:22])=[CH:15][CH:16]=3)[C:11](=[O:24])[C:10]([CH3:26])([CH3:25])[CH2:9]2)=[CH:4][CH:3]=1.[H-].[Li+].[Al+3].[H-].[H-].[H-]>CCOCC.[OH-].[Na+]>[Cl:1][C:2]1[CH:3]=[CH:4][C:5]([CH:8]2[C:17]3[C:12](=[CH:13][C:14]([O:18][CH2:19][CH2:20][N:21]([CH3:22])[CH3:23])=[CH:15][CH:16]=3)[CH:11]([OH:24])[C:10]([CH3:26])([CH3:25])[CH2:9]2)=[CH:6][CH:7]=1 |f:1.2.3.4.5.6,8.9|. Procedure: A solution of 4-(4-chlorophenyl)-2,2-dimethyl-7-(2-dimethylaminoethoxy)-1-tetralone (13.6 g) in dry ether (75 ml) was added to a stirred suspension of aluminium lithium hydride (1.3 g) in dry ether (75 ml) over 40 min. The mixture was heated under reflux a further 45 min., cooled, a few drops of dilute sodium hydroxide solution added, and the ether solution decanted off. The remaining pasty mass was extracted with hot ether, and the combined ether solutions were dried (MgSO4). Removal of the sol... Reactants: CCO, CC(C)[N+](=O)[O-], Cc1cc(Cl)cc(CBr)c1, [Na]. Yields the product Cc1cc(Cl)cc(C=O)c1. Reaction SMILES: [CH3:18][CH2:19][OH:20].[CH3:2][CH:3]([N+:4](=[O:5])[O-:6])[CH3:7].[Cl:8][c:9]1[cH:10][c:11]([CH2:12][Br:13])[cH:14][c:15]([CH3:17])[cH:16]1.[Na:1]>>[O:6]=[CH:12][c:11]1[cH:10][c:9]([Cl:8])[cH:16][c:15]([CH3:17])[cH:14]1. Starting materials: CNCC1=CC=C(C=C1)[N+](=O)[O-] (4-methylaminomethyl-nitrobenzene), COCCOCCCl (2-(2-methoxy-ethoxy)-ethyl chloride). Run in CN(C=O)C (dimethylformamide). Reaction conditions: temperature 100 celsius, time 6 hour. Product: COCCOCCN(C)CC1=CC=C(C=C1)[N+](=O)[O-] (4-[(N-(2-(2-methoxy-ethoxy)-ethyl)-N-methyl-amino)-methyl]-nitrobenzene). Reaction SMILES: [CH3:1][NH:2][CH2:3][C:4]1[CH:9]=[CH:8][C:7]([N+:10]([O-:12])=[O:11])=[CH:6][CH:5]=1.[CH3:13][O:14][CH2:15][CH2:16][O:17][CH2:18][CH2:19]Cl>CN(C)C=O>[CH3:13][O:14][CH2:15][CH2:16][O:17][CH2:18][CH2:19][N:2]([CH2:3][C:4]1[CH:5]=[CH:6][C:7]([N+:10]([O-:12])=[O:11])=[CH:8][CH:9]=1)[CH3:1]. Procedure: 5.0 g of 4-methylaminomethyl-nitrobenzene are dissolved in 30 ml of dimethylformamide and 4.6 g of 2-(2-methoxy-ethoxy)-ethyl chloride are added. After six hours' stirring at 100° C. the solvent is removed and the residue is taken up in ethyl acetate. The organic phase is washed with water and dried over sodium sulphate. After the elimination of the solvent the residue is purified over an aluminium oxide column (activity 2-3) with toluene/ethyl acetate 5:1 as eluant.